The task is: describe an organic reaction: reactants, conditions, products, and yield. This data is from the Open Reaction Database (ORD), a public repository of structured organic reaction records. Reactants: Cc1c[nH]c2ncnc(N3CCN(C(=O)OC(C)(C)C)C(C)C3)c12, ClCCl, O=C(O)C(F)(F)F. The product is Cc1c[nH]c2ncnc(N3CCNC(C)C3)c12. Reaction SMILES: [CH3:1][CH:2]1[N:3]([C:18]([O:19][C:20]([CH3:21])([CH3:22])[CH3:23])=[O:24])[CH2:4][CH2:5][N:6]([c:8]2[c:9]3[c:10]([n:11][cH:12][n:13]2)[nH:14][cH:15][c:16]3[CH3:17])[CH2:7]1.[Cl:32][CH2:33][Cl:34].[OH:25][C:26]([C:27]([F:28])([F:29])[F:30])=[O:31]>>[CH3:1][CH:2]1[NH:3][CH2:4][CH2:5][N:6]([c:8]2[c:9]3[c:10]([n:11][cH:12][n:13]2)[nH:14][cH:15][c:16]3[CH3:17])[CH2:7]1.